This data is from the Open Reaction Database (ORD), a public repository of structured organic reaction records. The task is: describe an organic reaction: reactants, conditions, products, and yield Starting materials: [Br-], C1CCOC1, C[Mg+], [Cl-], [NH4+], CON(C)C(=O)c1sc(NC(=O)c2ccncc2)nc1-c1ccco1. Yields the product CC(=O)c1sc(NC(=O)c2ccncc2)nc1-c1ccco1. Reaction SMILES: [Br-:26].[CH2:31]1[O:32][CH2:33][CH2:34][CH2:35]1.[CH3:27][Mg+:28].[Cl-:29].[NH4+:30].[o:1]1[c:2](-[c:6]2[n:7][c:8]([NH:17][C:18](=[O:19])[c:20]3[cH:21][cH:22][n:23][cH:24][cH:25]3)[s:9][c:10]2[C:11]([N:12]([O:13][CH3:14])[CH3:15])=[O:16])[cH:3][cH:4][cH:5]1>>[o:1]1[c:2](-[c:6]2[n:7][c:8]([NH:17][C:18](=[O:19])[c:20]3[cH:21][cH:22][n:23][cH:24][cH:25]3)[s:9][c:10]2[C:11](=[O:16])[CH3:27])[cH:3][cH:4][cH:5]1. The reactants are O1CC1CCOCCC (1,2-epoxy-5-oxaoctane), CCN(CC)S(F)(F)F (DAST), C(CCCCCCC)OC1=CC=C(C=C1)C1=NC=C(C=C1)CCC(CCOCCC)O (2-(p-octyloxyphenyl)-5-(3-hydroxy-6-oxanonyl)pyridine), C(CCCCCCC)OC1=CC=C(C=C1)C1=NC=C(C=C1)C (2-(p-octyloxyphenyl)-5-methylpyridine), [Li+].CC(C)[N-]C(C)C (LDA). Run in C(Cl)Cl (methylene chloride). Conditions: time 12 hour. Yields the product C(CCCCCCC)OC1=CC=C(C=C1)C1=NC=C(C=C1)CCC(CCOCCC)F (2-(p-octyloxyphenyl)-5-(3-fluoro-6-oxanonyl)pyridine). RXN SMILES: CCN(S(F)(F)[F:7])CC.[CH2:10]([O:18][C:19]1[CH:24]=[CH:23][C:22]([C:25]2[CH:30]=[CH:29][C:28]([CH2:31][CH2:32][CH:33](O)[CH2:34][CH2:35][O:36][CH2:37][CH2:38][CH3:39])=[CH:27][N:26]=2)=[CH:21][CH:20]=1)[CH2:11][CH2:12][CH2:13][CH2:14][CH2:15][CH2:16][CH3:17].C(OC1C=CC(C2C=CC(C)=CN=2)=CC=1)CCCCCCC.[Li+].CC([N-]C(C)C)C.O1C(CCOCCC)C1>C(Cl)Cl>[CH2:10]([O:18][C:19]1[CH:24]=[CH:23][C:22]([C:25]2[CH:30]=[CH:29][C:28]([CH2:31][CH2:32][CH:33]([F:7])[CH2:34][CH2:35][O:36][CH2:37][CH2:38][CH3:39])=[CH:27][N:26]=2)=[CH:21][CH:20]=1)[CH2:11][CH2:12][CH2:13][CH2:14][CH2:15][CH2:16][CH3:17] |f:3.4|. Procedure details: 0.11 mol of DAST is added at -30° C. to a solution of 0.1 mol of 2-(p-octyloxyphenyl)-5-(3-hydroxy-6-oxanonyl)pyridine (obtainable by reaction of 2-(p-octyloxyphenyl)-5-methylpyridine with LDA at -40° C. and optically active 1,2-epoxy-5-oxaoctane) in methylene chloride, and the reaction mixture is then warmed slowly to room temperature. After 12 hours, the mixture is subjected to customary work-up, and the product is purified by crystallization, to give optically active 2-(p-octyloxyphenyl)-5-(3... The reactants are [O-][W](=O)(=O)[O-].[Na+].[Na+] (sodium tungstate), C([O-])([O-])=O.[Ca+2] (calcium carbonate). Yields the product C([O-])([O-])=O.[Na+].[Na+] (sodium carbonate), [O-][W](=O)(=O)[O-].[Ca+2] (calcium tungstate). RXN SMILES: [O-:1][W:2]([O-:5])(=[O:4])=[O:3].[Na+:6].[Na+].[C:8](=[O:11])([O-:10])[O-:9].[Ca+2:12]>>[C:8](=[O:9])([O-:11])[O-:10].[Na+:6].[Na+:6].[O-:4][W:2]([O-:5])(=[O:3])=[O:1].[Ca+2:12] |f:0.1.2,3.4,5.6.7,8.9|. Reported procedure: reacting the sodium tungstate in the liquor with the calcium carbonate at a temperature of at least about 130° C. to form sodium carbonate and solid calcium tungstate, while providing sufficient carbon dioxide overpressure to the slurry to convert sodium carbonate in the slurry to sodium bicarbonate and thereby promote the conversion of sodium tungstate to calcium tungstate, thereby forming a product slurry containing a sodium bicarbonate liquor and a solid calcium tungstate concentrate which ca...